Task: describe an organic reaction: reactants, conditions, products, and yield. Dataset: the Open Reaction Database (ORD), a public repository of structured organic reaction records The reactants are N1N=NC2=C1C=CC=C2 (benzotriazole), CC(C)(C)[O-].[K+] (t-BuOK), C1CCOC1 (THF), FC=1C=C(CBr)C=CC1F (3,4-difluorobenzyl bromide). Solvent: CN(C)C=O (DMF), O (H2O). Reaction conditions: time 30 minute. Product: FC=1C=C(CN2N=NC3=C2C=CC=C3)C=CC1F (1-(3,4-Difluorobenzyl)-1H-benzotriazole). Yield: 64.6%. As a reaction SMILES: [NH:1]1[C:5]2[CH:6]=[CH:7][CH:8]=[CH:9][C:4]=2[N:3]=[N:2]1.CC([O-])(C)C.[K+].C1COCC1.[F:21][C:22]1[CH:23]=[C:24]([CH:27]=[CH:28][C:29]=1[F:30])[CH2:25]Br>CN(C=O)C.O>[F:21][C:22]1[CH:23]=[C:24]([CH:27]=[CH:28][C:29]=1[F:30])[CH2:25][N:1]1[C:5]2[CH:6]=[CH:7][CH:8]=[CH:9][C:4]=2[N:3]=[N:2]1 |f:1.2|. Procedure: To a solution of benzotriazole (1.2 g, 10.1 mmol) in DMF (40 mL) at r.t. was added a solution of 1M t-BuOK in THF (11 mL, 11 mmol). After stirring for 30 min., 3,4-difluorobenzyl bromide (2.4 g, 11.6 mmol) was added. The mixture was further stirred for 1 h, diluted with H2O, extracted with EtOAc. The EtOAc extract was washed H2O (3×), dried (MgSO4) and concentrated. The residue was chromatographed over silica gel and eluted with hexanes:EtOAc (3:1), then (2:1) to afford 1.6 g (65%) of title comp... Starting materials: C1CCNCC1, Cc1[nH]c(=O)[nH]c1C(=O)c1ccc(F)cc1. Product: Cc1[nH]c(=O)[nH]c1C(=O)c1ccc(N2CCCCC2)cc1. As a reaction SMILES: [CH2:17]1[CH2:18][CH2:19][NH:20][CH2:21][CH2:22]1.[F:1][c:2]1[cH:3][cH:4][c:5]([C:6](=[O:7])[c:8]2[nH:9][c:10](=[O:14])[nH:11][c:12]2[CH3:13])[cH:15][cH:16]1>>[c:2]1([N:20]2[CH2:19][CH2:18][CH2:17][CH2:22][CH2:21]2)[cH:3][cH:4][c:5]([C:6](=[O:7])[c:8]2[nH:9][c:10](=[O:14])[nH:11][c:12]2[CH3:13])[cH:15][cH:16]1. Reaction SMILES: [N:1]1[CH:6]=[CH:5][CH:4]=[CH:3][C:2]=1/[CH:7]=[CH:8]/[C:9]1[C:17]2[C:12](=[CH:13][C:14]([C:18]([C:20]3[CH:28]=[CH:27][CH:26]=[CH:25][C:21]=3[C:22]([OH:24])=[O:23])=[O:19])=[CH:15][CH:16]=2)[N:11](COCC[Si](C)(C)C)[N:10]=1.C(N)CN.CCCC[N+](CCCC)(CCCC)CCCC.[F-].C1COCC1.C(O)(=O)C>C(OCC)(=O)C>[N:1]1[CH:6]=[CH:5][CH:4]=[CH:3][C:2]=1/[CH:7]=[CH:8]/[C:9]1[C:17]2[C:12](=[CH:13][C:14]([C:18]([C:20]3[CH:28]=[CH:27][CH:26]=[CH:25][C:21]=3[C:22]([OH:24])=[O:23])=[O:19])=[CH:15][CH:16]=2)[NH:11][N:10]=1 |f:2.3|. The reactants are N1=C(C=CC=C1)/C=C/C1=NN(C2=CC(=CC=C12)C(=O)C1=C(C(=O)O)C=CC=C1)COCC[Si](C)(C)C (2-{1-[3-((E)-2-Pyridin-2-yl-vinyl)-1-(2-trimethylsilanyl-ethoxymethyl)-1H-indazol-6-yl]-methanoyl}-benzoic acid), C(CN)N (ethylene diamine), CCCC[N+](CCCC)(CCCC)CCCC.[F-] (TBAF), C1CCOC1 (THF), C(C)(=O)O (acetic acid). Yields the product N1=C(C=CC=C1)/C=C/C1=NNC2=CC(=CC=C12)C(=O)C1=C(C(=O)O)C=CC=C1 (2-{1-[3-((E)-2-Pyridin-2-yl-vinyl)-1H-indazol-6-yl]-methanoyl}-benzoic acid). The yield is 71.0%. Run in C(C)(=O)OCC (ethyl acetate). Procedure details: A solution of 2-{1-[3-((E)-2-Pyridin-2-yl-vinyl)-1-(2-trimethylsilanyl-ethoxymethyl)-1H-indazol-6-yl]-methanoyl}-benzoic acid (402 mg, 0.805 mmol) (synthesis described below), ethylene diamine (215 μL, 3.22 mmol), and 1M TBAF in THF (6.44 ml, 6.44 mmol), was stirred in a 90° C. oil bath for 4 hr. The crude reaction mixture was quenched with acetic acid (386 μL, 6.44 mmol), diluted with ethyl acetate (100 mL), extracted 1M sodium bicarbonate solution (2×20 ml), brine (5×20 ml), dried magnesium su... The reactants are NC(C(O)C1=CC=C(C=C1)F)CC1=CC(=CC=C1)C(F)(F)F ((1RS,2SR)-2-amino-1-(4-fluorophenyl)-3-(3-(trifluoromethyl)phenyl)-1-propanol), C1(CCCCC1)C(=O)Cl (cyclohexanecarbonyl chloride), C(O)([O-])=O.[Na+] (sodium hydrogen carbonate). Run in C(C)(=O)OCC (ethyl acetate), O (water). Reaction conditions: time 3 hour. The product is FC1=CC=C(C=C1)C(C(CC1=CC(=CC=C1)C(F)(F)F)NC(=O)C1CCCCC1)O (N-((1RS,2SR)-2-(4-fluorophenyl)-2-hydroxy-1-((3-(trifluoromethyl)phenyl)methyl)ethyl)cyclohexanecarboxamide). Yield: 87.2%. Reaction SMILES: [NH2:1][CH:2]([CH2:12][C:13]1[CH:18]=[CH:17][CH:16]=[C:15]([C:19]([F:22])([F:21])[F:20])[CH:14]=1)[CH:3]([C:5]1[CH:10]=[CH:9][C:8]([F:11])=[CH:7][CH:6]=1)[OH:4].[CH:23]1([C:29](Cl)=[O:30])[CH2:28][CH2:27][CH2:26][CH2:25][CH2:24]1.C(=O)([O-])O.[Na+]>C(OCC)(=O)C.O>[F:11][C:8]1[CH:7]=[CH:6][C:5]([CH:3]([OH:4])[CH:2]([NH:1][C:29]([CH:23]2[CH2:28][CH2:27][CH2:26][CH2:25][CH2:24]2)=[O:30])[CH2:12][C:13]2[CH:18]=[CH:17][CH:16]=[C:15]([C:19]([F:22])([F:20])[F:21])[CH:14]=2)=[CH:10][CH:9]=1 |f:2.3|. Procedure: To a solution of (1RS,2SR)-2-amino-1-(4-fluorophenyl)-3-(3-(trifluoromethyl)phenyl)-1-propanol (450 mg, 1.44 mmol) in ethyl acetate (15 ml) were added cyclohexanecarbonyl chloride (288 ml, 2.15 mmol) and-saturated aqueous sodium hydrogen carbonate (15 ml) and the mixture was stirred at room temperature for 3 hrs. The reaction solution was diluted with water (100 ml) and extracted with ethyl acetate (100 ml×2). The extract was washed with saturated brine, dried over anhydrous magnesium sulfate an... Starting materials: CCO, CN(C)c1ccnc(CCl)c1, Cl, [Na+], [OH-], O, Sc1c[nH]c2ccccc12. The product is CN(C)c1ccnc(CSc2c[nH]c3ccccc23)c1. As a reaction SMILES: [CH3:25][CH2:26][OH:27].[Cl:14][CH2:15][c:16]1[n:17][cH:18][cH:19][c:20]([N:22]([CH3:23])[CH3:24])[cH:21]1.[ClH:13].[Na+:2].[OH-:1].[OH2:28].[SH:3][c:4]1[cH:5][nH:6][c:7]2[cH:8][cH:9][cH:10][cH:11][c:12]12>>[S:3]([c:4]1[cH:5][nH:6][c:7]2[cH:8][cH:9][cH:10][cH:11][c:12]12)[CH2:15][c:16]1[n:17][cH:18][cH:19][c:20]([N:22]([CH3:23])[CH3:24])[cH:21]1. Starting materials: FC(C1=C(C=O)C=C(C=C1)C(F)(F)F)(F)F (2,5-bis(trifluoromethyl)benzaldehyde), NC=1C=C2[C@H]3[C@@H](N4C2=C(C1)COCC4)CCN(C3)C(=O)OC(C)(C)C (tert-butyl (7bR,11aS)-6-amino-1,2,7b,10,11,11a-hexahydro-4H-[1,4]oxazepino[6,5,4-hi]pyrido[4,3-b]indole-9(8H)-carboxylate). Product: FC(C1=C(CNC=2C=C3[C@H]4[C@@H](N5C3=C(C2)COCC5)CCNC4)C=C(C=C1)C(F)(F)F)(F)F ((7bR,11aS)-N-[2,5-bis(trifluoromethyl)benzyl]-1,2,7b,8,9,10,11,11a-octahydro-4H-[1,4]oxazepino[6,5,4-hi]pyrido[4,3-b]indol-6-amine). RXN SMILES: [F:1][C:2]([F:16])([F:15])[C:3]1[CH:10]=[CH:9][C:8]([C:11]([F:14])([F:13])[F:12])=[CH:7][C:4]=1[CH:5]=O.[NH2:17][C:18]1[CH:19]=[C:20]2[C:24]3=[C:25]([CH2:27][O:28][CH2:29][CH2:30][N:23]3[C@H:22]3[CH2:31][CH2:32][N:33](C(OC(C)(C)C)=O)[CH2:34][C@@H:21]23)[CH:26]=1>>[F:1][C:2]([F:16])([F:15])[C:3]1[CH:10]=[CH:9][C:8]([C:11]([F:14])([F:13])[F:12])=[CH:7][C:4]=1[CH2:5][NH:17][C:18]1[CH:19]=[C:20]2[C:24]3=[C:25]([CH2:27][O:28][CH2:29][CH2:30][N:23]3[C@H:22]3[CH2:31][CH2:32][NH:33][CH2:34][C@@H:21]23)[CH:26]=1. Procedure: Using 2,5-bis(trifluoromethyl)benzaldehyde and following the procedures described in EXAMPLE 126, tert-butyl (7bR,11aS)-6-amino-1,2,7b,10,11,11a-hexahydro-4H-[1,4]oxazepino[6,5,4-hi]pyrido[4,3-b]indole-9(8H)-carboxylate from EXAMPLE 56, Part B was converted into the title compound of EXAMPLE 130. 1H NMR (CDCl3) δ: 7.98 (s, 1H), 7.82 (d, 1H, J=8.1 Hz), 7.64 (d, 1H, J=8.1 Hz), 6.37 (d, 1H, J=2.5 Hz), 6.18 (d, 1H, J=2.5 Hz), 4.58 (ABq, 2H, JAB=14.1 Hz), 4.51 (s, 2H), 4.18 (app d, 1H, J=12.5 Hz), 3.... Starting materials: [H-].[Na+] (sodium hydride), CS(=O)(=O)OCCCC#C (pent-4-ynyl methanesulphonate), CC(C(=O)OCC)C(=O)OCC (diethyl methylmalonate). Run in O1CCCC1 (tetrahydrofuran), O1CCCC1 (tetrahydrofuran), O1CCCC1 (tetrahydrofuran). Product: CC(C(=O)OCC)(C(=O)OCC)CCCC#C (diethyl 2-methyl-2-(pent-4-ynyl)malonate). As a reaction SMILES: [CH3:1][CH:2]([C:8]([O:10][CH2:11][CH3:12])=[O:9])[C:3]([O:5][CH2:6][CH3:7])=[O:4].[H-].[Na+].CS(O[CH2:20][CH2:21][CH2:22][C:23]#[CH:24])(=O)=O>O1CCCC1>[CH3:1][C:2]([CH2:24][CH2:23][CH2:22][C:21]#[CH:20])([C:3]([O:5][CH2:6][CH3:7])=[O:4])[C:8]([O:10][CH2:11][CH3:12])=[O:9] |f:1.2|. Reported procedure: A solution of diethyl methylmalonate (Aldrich Chemical Company, 35.6 ml) in dry tetrahydrofuran (200 ml) was added, dropwise, to a stirred suspension of sodium hydride (60% dispersion in mineral oil, 9.1 g) in tetrahydrofuran (50 ml) under nitrogen. After the addition was complete, the mixture was heated to gentle reflux for 1 hour and then allowed to cool before a solution of pent-4-ynyl methanesulphonate (35.2 g) in tetrahydrofuran (50 ml) was added. The resulting mixture was heated to gentle ...